Dataset: the Open Reaction Database (ORD), a public repository of structured organic reaction records. Task: describe an organic reaction: reactants, conditions, products, and yield Reactants: COc1c(C#N)cc(C(=O)N2CSc3ccccc32)cc1C(F)(F)F, CN(C)C=O, [Cl-], Cl, [Li+]. Yields the product N#Cc1cc(C(=O)N2CSc3ccccc32)cc(C(F)(F)F)c1O. Reaction SMILES: [C:1](#[N:2])[c:3]1[cH:4][c:5]([C:6](=[O:7])[N:8]2[CH2:9][S:10][c:11]3[c:12]2[cH:13][cH:14][cH:15][cH:16]3)[cH:17][c:18]([C:22]([F:23])([F:24])[F:25])[c:19]1[O:20][CH3:21].[CH3:29][N:30]([CH3:31])[CH:32]=[O:33].[Cl-:27].[ClH:28].[Li+:26]>>[C:1](#[N:2])[c:3]1[cH:4][c:5]([C:6](=[O:7])[N:8]2[CH2:9][S:10][c:11]3[c:12]2[cH:13][cH:14][cH:15][cH:16]3)[cH:17][c:18]([C:22]([F:23])([F:24])[F:25])[c:19]1[OH:20]. Reactants: Cl (hydrochloric acid), [OH-].[Na+] (Sodium hydroxide), BrBr (bromine), C(C)(=O)C=1C=CC=2N3C4=C(C=CC=C4C2C1)C(C(=C3)CC=3C=NC=CC3)=O (10-acetyl-5- (3-pyridylmethyl) -4H-pyrido [3,2,1-jk]carbazole-4-one), S(=O)([O-])[O-].[Na+].[Na+] (sodium sulfite). The solvent is O1CCOCC1 (dioxane), CCOCC (ether), O (water), O1CCOCC1 (dioxane), O (water). Conditions: time 5 minute. Yields the product C(=O)(O)C=1C=CC=2N3C4=C(C=CC=C4C2C1)C(C(=C3)CC=3C=NC=CC3)=O (10-carboxy-5-(3-pyridylmethyl)-4H-pyrido [3,2,1-jk]carbazole-4-one). Isolated yield 35.1%. RXN SMILES: [OH-].[Na+].BrBr.[C:5]([C:8]1[CH:9]=[CH:10][C:11]2[N:12]3[CH:23]=[C:22]([CH2:24][C:25]4[CH:26]=[N:27][CH:28]=[CH:29][CH:30]=4)[C:21](=[O:31])[C:14]4[CH:15]=[CH:16][CH:17]=[C:18]([C:19]=2[CH:20]=1)[C:13]3=4)(=[O:7])C.S([O-])([O-])=[O:33].[Na+].[Na+].Cl>O.O1CCOCC1.CCOCC>[C:5]([C:8]1[CH:9]=[CH:10][C:11]2[N:12]3[CH:23]=[C:22]([CH2:24][C:25]4[CH:26]=[N:27][CH:28]=[CH:29][CH:30]=4)[C:21](=[O:31])[C:14]4[CH:15]=[CH:16][CH:17]=[C:18]([C:19]=2[CH:20]=1)[C:13]3=4)([OH:33])=[O:7] |f:0.1,4.5.6|. Reported procedure: Sodium hydroxide (300 mg) was dissolved in water (15 ml), and bromine (0.1 ml) was added dropwise to the solution in an ice bath. The solution was diluted with dioxane (14 ml). 10-acetyl-5- (3-pyridylmethyl) -4H-pyrido [3,2,1-jk]carbazole-4-one (190 mg) produced in Example 194 was dissolved in dioxane (30 ml), and the solution that had been prepared as described above was added dropwise to this solution in an ice bath. After stirring for 5 minutes, sodium sulfite (70 mg) dissolved in water (10 m... Reaction SMILES: [NH2:1][C:2]1[C:11]2[C:6](=[CH:7][C:8]([CH2:12][N:13]3[CH2:18][CH2:17][NH:16][CH:15]([CH2:19][CH2:20][CH3:21])[C:14]3=[O:22])=[CH:9][CH:10]=2)[N:5]=[CH:4][N:3]=1.C([O:27][C:28](=O)[CH2:29][C:30]([C:32]1[S:33][C:34]([Cl:37])=[CH:35][CH:36]=1)=[O:31])(C)(C)C>N1C=CC=CC=1>[NH2:1][C:2]1[C:11]2[C:6](=[CH:7][C:8]([CH2:12][N:13]3[CH2:18][CH2:17][N:16]([C:28](=[O:27])[CH2:29][C:30]([C:32]4[S:33][C:34]([Cl:37])=[CH:35][CH:36]=4)=[O:31])[CH:15]([CH2:19][CH2:20][CH3:21])[C:14]3=[O:22])=[CH:9][CH:10]=2)[N:5]=[CH:4][N:3]=1. The yield is 98.0%. Starting materials: NC1=NC=NC2=CC(=CC=C12)CN1C(C(NCC1)CCC)=O (1-(4-Aminoquinazoline-7-ylmethyl)-3-propyl-piperazine-2-one), C(C)(C)(C)OC(CC(=O)C=1SC(=CC1)Cl)=O (3-(5-chloro-thiophen-2-yl)-3-oxo-propionic acid tert-butyl ester). Yields the product NC1=NC=NC2=CC(=CC=C12)CN1C(C(N(CC1)C(CC(=O)C=1SC(=CC1)Cl)=O)CCC)=O (1-[4-(4-Aminoquinazoline-7-ylmethyl)-3-oxo-2-propyl-piperazine-1-yl]-3-(5-chloro-thiophen-2-yl)-propane-1,3,dione), product. Procedure: The titled compound is prepared by a modification of a procedure published by Witzeman and Nottingham. (J. Org. Chem. 1991, 56, 1713.). 1-(4-Aminoquinazoline-7-ylmethyl)-3-propyl-piperazine-2-one (0.299 g, 1 mmol) and 3-(5-chloro-thiophen-2-yl)-3-oxo-propionic acid tert-butyl ester (0.287 g, 1.1 mmol) are dissolved in 10 ml of pyridine. The flask containing the resulting solution is placed in an oil bath preheated to 125° C. The reaction is heated with stirring under a stream of nitrogen gas for... The solvent is N1=CC=CC=C1 (pyridine), N1=CC=CC=C1 (pyridine). The reactants are CC1(C(=O)OC(C1)=O)C (2,2-dimethylsuccinic acid anhydride), FC1=CC=C2C=CC(=NC2=C1)COC=1C=C(N)C=CC1 (3-(7-fluoro-2-quinolinylmethoxy)aniline). Yields the product FC1=CC=C2C=CC(=NC2=C1)COC=1C=C(C=CC1)NC(CC(C(=O)O)(C)C)=O (4-[3-(7-fluoro-2-quinolinylmethoxy)phenylamino]-2,2-dimethyl-4-oxobutanoic acid). RXN SMILES: [CH3:1][C:2]1([CH3:9])[CH2:7][C:6](=[O:8])[O:5][C:3]1=[O:4].[F:10][C:11]1[CH:20]=[C:19]2[C:14]([CH:15]=[CH:16][C:17]([CH2:21][O:22][C:23]3[CH:24]=[C:25]([CH:27]=[CH:28][CH:29]=3)[NH2:26])=[N:18]2)=[CH:13][CH:12]=1>>[F:10][C:11]1[CH:20]=[C:19]2[C:14]([CH:15]=[CH:16][C:17]([CH2:21][O:22][C:23]3[CH:24]=[C:25]([NH:26][C:6](=[O:8])[CH2:7][C:2]([CH3:9])([CH3:1])[C:3]([OH:5])=[O:4])[CH:27]=[CH:28][CH:29]=3)=[N:18]2)=[CH:13][CH:12]=1. Procedure details: The title compound is prepared analogously to the compound described in Example 20 from 2,2-dimethylsuccinic acid anhydride and 3-(7-fluoro-2-quinolinylmethoxy)aniline; colourless crystals of m.p. 209°-210°. Reactants: O1CCOC=2C=NC(=CC21)C=O (2,3-dihydro-[1,4]dioxino[2,3-c]pyridine-7-carbaldehyde), Cl(=O)[O-].[Na+] (sodium chlorite), P(=O)(O)(O)[O-].[Na+] (sodium dihydrogenphosphate). Solvent: CC(C)(C)O (2-methyl-2-propanol), CC(C)=CC (2-methyl-2-butene), O (water). Run at time 19 hour. Yields the product O1CCOC=2C=NC(=CC21)C(=O)O (2,3-dihydro[1,4]dioxino[2,3-c]pyridine-7-carboxylic acid). Yield: 51.2%. As a reaction SMILES: [O:1]1[C:10]2[CH:9]=[C:8]([CH:11]=[O:12])[N:7]=[CH:6][C:5]=2[O:4][CH2:3][CH2:2]1.Cl([O-])=[O:14].[Na+].P([O-])(O)(O)=O.[Na+]>CC(O)(C)C.CC(=CC)C.O>[O:1]1[C:10]2[CH:9]=[C:8]([C:11]([OH:14])=[O:12])[N:7]=[CH:6][C:5]=2[O:4][CH2:3][CH2:2]1 |f:1.2,3.4|. Reported procedure: To a solution of 2,3-dihydro-[1,4]dioxino[2,3-c]pyridine-7-carbaldehyde (722 mg, 4.37 mmol) in 2-methyl-2-propanol (95 mL) and 2-methyl-2-butene (22 mL) was added dropwise a solution of sodium chlorite (80%, 4.55 g, 40.22 mmol) and sodium dihydrogenphosphate (3.65 g, 26.45 mmol) in water (35 mL). The resulting solution was stirred at rt for 19 h. The volatiles were removed under reduced pressure. The residue was diluted with water (20 mL) and pH was adjusted to 3 by addition of 1N HCl. The aq. l...